Dataset: the Open Reaction Database (ORD), a public repository of structured organic reaction records. Task: describe an organic reaction: reactants, conditions, products, and yield Reactants: CC1(CCC1)OC(=O)N[C@H]1CC(=O)OC1=O (N-(1-methylcyclobutyloxycarbonyl) aspartic anhydride), amine, Cl.COC([C@@H](N)CC1=CC=CC=C1)=O (phenylalanine methyl ester hydrochloride), CN(C=O)C (dimethylformamide), α, COC([C@@H](NC([C@@H](NC(=O)OC1(CCC1)C)CC(O)=O)=O)CC1=CC=CC=C1)=O (N-(1-methylcyclobutyloxycarbonyl) aspartyl-phenylalanine methyl ester). Solvent: C(C)N(CC)CC (triethylamine). Conditions: temperature 20 celsius. Product: COC([C@@H](NC([C@@H](N)CC(O)=O)=O)CC1=CC=CC=C1)=O (aspartyl-phenylalanine methyl ester). Reaction SMILES: CC1(OC(N[C@@H]2C(=O)OC(=O)C2)=O)CCC1.Cl.COC(=O)[C@H](CC1C=CC=CC=1)N.CN(C)C=O.[CH3:36][O:37][C:38](=[O:64])[C@H:39]([CH2:57][C:58]1[CH:63]=[CH:62][CH:61]=[CH:60][CH:59]=1)[NH:40][C:41](=[O:56])[C@H:42]([CH2:52][C:53](=[O:55])[OH:54])[NH:43]C(OC1(C)CCC1)=O>C(N(CC)CC)C>[CH3:36][O:37][C:38](=[O:64])[C@H:39]([CH2:57][C:58]1[CH:59]=[CH:60][CH:61]=[CH:62][CH:63]=1)[NH:40][C:41](=[O:56])[C@H:42]([CH2:52][C:53](=[O:54])[OH:55])[NH2:43] |f:1.2|. Procedure details: Coupling of N-(1-methylcyclobutyloxycarbonyl) aspartic anhydride with phenylalanine methyl ester hydrochloride is carried out in an organic solvent, for example dimethylformamide in the presence of an amine such as triethylamine. The reaction is stirred for several hours at a temperature of about 20°C. Upon completion of the coupling reaction the solvent is removed and the residue dissolved in ethyl acetate. Extraction with acid and removal of the solvent affords a mixture of α and β N-(1-methyl... The reactants are ( D ), C1(CC1)NC(=O)C=1C=CC(=C(C1)N1C=NC2=CC=C(C=C2C1=O)O[C@H]1CN(CC1)C(=O)OC(C)(C)C)C (tert-Butyl (3R)-3-[(3-{5-[(cyclopropylamino)carbonyl]-2-methylphenyl}-4-oxo-3,4-dihydroquinazolin-6-yl)oxy]pyrrolidine-1-carboxylate), Cl (HCl). The solvent is O1CCOCC1 (dioxane). Yields the product C1(CC1)NC(C1=CC(=C(C=C1)C)N1C=NC2=CC=C(C=C2C1=O)O[C@H]1CNCC1)=O (N-Cyclopropyl-4-methyl-3-[4-oxo-6-[(3R)-pyrrolidin-3-yloxy]quinazolin-3(4H)-yl]benzamide). Reaction SMILES: [CH:1]1([NH:4][C:5]([C:7]2[CH:8]=[CH:9][C:10]([CH3:37])=[C:11]([N:13]3[C:22](=[O:23])[C:21]4[C:16](=[CH:17][CH:18]=[C:19]([O:24][C@@H:25]5[CH2:29][CH2:28][N:27](C(OC(C)(C)C)=O)[CH2:26]5)[CH:20]=4)[N:15]=[CH:14]3)[CH:12]=2)=[O:6])[CH2:3][CH2:2]1.Cl>O1CCOCC1>[CH:1]1([NH:4][C:5](=[O:6])[C:7]2[CH:8]=[CH:9][C:10]([CH3:37])=[C:11]([N:13]3[C:22](=[O:23])[C:21]4[C:16](=[CH:17][CH:18]=[C:19]([O:24][C@@H:25]5[CH2:29][CH2:28][NH:27][CH2:26]5)[CH:20]=4)[N:15]=[CH:14]3)[CH:12]=2)[CH2:2][CH2:3]1. Procedure: Using an analogous procedure to that described paragraph (D) in the portion of Example 18 which is concerned with the preparation of starting materials tert-Butyl (3R)-3-[(3-{5-[(cyclopropylamino)carbonyl]-2-methylphenyl}-4-oxo-3,4-dihydroquinazolin-6-yl)oxy]pyrrolidine-1-carboxylate was reacted with 4N HCl in dioxane. There was thus obtained the title compound; NMR Spectrum: (DMSOd6) 0.52 (m, 2H), 0.66 (m, 2H), 1.79 (m, 1H), 2.04 (m, 1H), 2.14 (s, 3H), 2.84 (m, 4H), 3.07 (m, 1H), 5.00 (m, 1 if)...